Dataset: the Open Reaction Database (ORD), a public repository of structured organic reaction records. Task: describe an organic reaction: reactants, conditions, products, and yield The reactants are C(=O)([O-])[O-].[Cs+].[Cs+] (Cs2CO3), O (water), FC(C(=O)OC1(CC1)CCCOC1=NC(=C(C=C1C#N)Cl)Cl)(F)F (1-(3-(5,6-dichloro-3-cyanopyridin-2-yloxy)propyl)cyclopropyl 2,2,2-trifluoroacetate), B1(OCC2=C1C=CC(=C2)O)O (benzo[c][1,2]oxaborole-1,5(3H)-diol). Solvent: CS(=O)C (DMSO), CCOC(=O)C (EtOAc). Conditions: temperature 40 celsius, time 8 hour. The product is ClC=1C(=NC(=C(C#N)C1)OCCCC(CC)=O)OC1=CC2=C(B(OC2)O)C=C1 (5-chloro-6-(1-hydroxy-1,3-dihydrobenzo[c][1,2]oxaborol-5-yloxy)-2-(4-oxohexyloxy)nicotinonitrile). As a reaction SMILES: FC(F)(F)C([O:5][C:6]1([CH2:9][CH2:10][CH2:11][O:12][C:13]2[C:18]([C:19]#[N:20])=[CH:17][C:16]([Cl:21])=[C:15](Cl)[N:14]=2)[CH2:8][CH2:7]1)=O.[B:25]1([OH:35])[C:29]2[CH:30]=[CH:31][C:32]([OH:34])=[CH:33][C:28]=2[CH2:27][O:26]1.C([O-])([O-])=O.[Cs+].[Cs+].O>CS(C)=O.CCOC(C)=O>[Cl:21][C:16]1[C:15]([O:34][C:32]2[CH:31]=[CH:30][C:29]3[B:25]([OH:35])[O:26][CH2:27][C:28]=3[CH:33]=2)=[N:14][C:13]([O:12][CH2:11][CH2:10][CH2:9][C:6](=[O:5])[CH2:8][CH3:7])=[C:18]([CH:17]=1)[C:19]#[N:20] |f:2.3.4|. Procedure details: To a mixture of compound 1-(3-(5,6-dichloro-3-cyanopyridin-2-yloxy)propyl)cyclopropyl 2,2,2-trifluoroacetate (0.87 g, 2.3 mmol) and benzo[c][1,2]oxaborole-1,5(3H)-diol (0.36 g, 2.4 mmol) in DMSO was added Cs2CO3 (0.89 g, 2.7 mmol) at room temperature and the resulting mixture was stirred at 40° C. overnight. The mixture was then poured into cold water, diluted with EtOAc, the organic phase was separated and the aqueous phase was further extracted twice with EtOAc. The combined organic layers wer...